From a dataset of the Open Reaction Database (ORD), a public repository of structured organic reaction records. describe an organic reaction: reactants, conditions, products, and yield The reactants are C(CCC)[Li] (n-Butyllithium), C(C)(C)(C)OC(=O)N1CCC(CC1)C=C(Br)Br (1-(tert-butoxycarbonyl)-4-(2,2-dibromovinyl)piperidine), [Cl-].[NH4+] (ammonium chloride), C(OC)(=O)Cl (Methyl chlorocarbonate). The solvent is O1CCCC1 (tetrahydrofuran), C(C)OCC (Diethyl ether). Conditions: time 1 hour. Yields the product C(C)(C)(C)OC(=O)N1CCC(CC1)C#CC(=O)OC (1-(tert-Butoxycarbonyl)-4-(methoxycarbonylethynyl)-piperidine). As a reaction SMILES: C([Li])CCC.[C:6]([O:10][C:11]([N:13]1[CH2:18][CH2:17][CH:16]([CH:19]=[C:20](Br)Br)[CH2:15][CH2:14]1)=[O:12])([CH3:9])([CH3:8])[CH3:7].[C:23](Cl)(=[O:26])[O:24][CH3:25].[Cl-].[NH4+]>O1CCCC1.C(OCC)C>[C:6]([O:10][C:11]([N:13]1[CH2:18][CH2:17][CH:16]([C:19]#[C:20][C:23]([O:24][CH3:25])=[O:26])[CH2:15][CH2:14]1)=[O:12])([CH3:9])([CH3:8])[CH3:7] |f:3.4|. Reported procedure: n-Butyllithium (1.57N hexane solution, 3.11 ml) was added dropwise to a solution with 1-(tert-butoxycarbonyl)-4-(2,2-dibromovinyl)piperidine (WO9806720) (900 mg) dissolved in tetrahydrofuran (16 ml) at −78° C., and the mixture was stirred for 1 hour. Methyl chlorocarbonate (377 μl) was added to the reaction mixture to heat the mixture to room temperature in 1 hour. Diethyl ether (30 ml) and a saturated aqueous A solution (50 ml) of ammonium chloride were added to the reaction mixture to separate... Reactants: FC1=C(C=CC(=C1)F)C(C)=O (2′,4′-difluoroacetophenone), FC1=CC=C(C=C1)C1=NC=C(C(=O)O)C=C1 (6-(4-fluorophenyl)nicotinic acid). The product is FC1=C(C=CC(=C1)F)C1=NC=C(C(=O)O)C=C1 (6-(2,4-Difluorophenyl)nicotinic acid). RXN SMILES: [F:1][C:2]1[CH:7]=[C:6]([F:8])[CH:5]=[CH:4][C:3]=1[C:9](=O)[CH3:10].FC1C=CC(C2C=[CH:26][C:22]([C:23]([OH:25])=[O:24])=[CH:21][N:20]=2)=CC=1>>[F:1][C:2]1[CH:7]=[C:6]([F:8])[CH:5]=[CH:4][C:3]=1[C:9]1[CH:10]=[CH:26][C:22]([C:23]([OH:25])=[O:24])=[CH:21][N:20]=1. Procedure details: The title compound was prepared from 2′,4′-difluoroacetophenone using the procedures outlined for 6-(4-fluorophenyl)nicotinic acid (D1-D3).